From a dataset of the Open Reaction Database (ORD), a public repository of structured organic reaction records. describe an organic reaction: reactants, conditions, products, and yield Starting materials: CC1=C(SC=C1C)C(CNC(C)C)O (1-(3-methyl-4-methylthiophenyl)-2-isopropylaminoethanol), C(C(=O)O)(=O)O (oxalic acid). The solvent is CCOCC (ether), CCOCC (ether). The product is C(C(=O)O)(=O)O.CC1=C(SC=C1C)C(CNC(C)C)O (1-(3-Methyl-4-methylthiophenyl)-2-isopropylaminoethanol oxalate). RXN SMILES: [CH3:1][C:2]1[C:6]([CH3:7])=[CH:5][S:4][C:3]=1[CH:8]([OH:14])[CH2:9][NH:10][CH:11]([CH3:13])[CH3:12].[C:15]([OH:20])(=[O:19])[C:16]([OH:18])=[O:17]>CCOCC>[C:15]([OH:20])(=[O:19])[C:16]([OH:18])=[O:17].[CH3:1][C:2]1[C:6]([CH3:7])=[CH:5][S:4][C:3]=1[CH:8]([OH:14])[CH2:9][NH:10][CH:11]([CH3:12])[CH3:13] |f:3.4|. Procedure details: To 1.20 g of 1-(3-methyl-4-methylthiophenyl)-2-isopropylaminoethanol in 40 ml of ether, 0.45 g of oxalic acid in 50 ml of ether are dropwise added while stirring. The precipitate is filtered and washed with ether, then crystallised from a methanol-ether mixture. MP (°C): 165.5° - 167.5°. Starting materials: BrC=1C=C2C=3CC(CCC3N(C2=CC1)CC1=CC(=CC=C1)F)NC(C(C)C)=O (N-[6-bromo-9-(3-fluoro-benzyl)-2,3,4,9-tetrahydro-1H-carbazol-3-yl]-isobutyramide), CNC (dimethyl amine), CC(C)([O-])C.[Na+] (sodium tert-butoxide). The reagents and catalysts are C(C)(=O)[O-].[Pd+2].C(C)(=O)[O-] (palladium acetate), C1(=CC=CC=C1)[C-]1C(=C(C(=C1C1=CC=CC=C1)C1=CC=CC=C1)C1=CC=CC=C1)C1=CC=CC=C1.C(C)(C)(C)P([C-]1C=CC=C1)C(C)(C)C.[Fe+2] (1,2,3,4,5-pentaphenyl-1′-(di-t-butylphosphino)ferrocene). The solvent is C1(=CC=CC=C1)C (toluene), C(C)(=O)OCC (ethyl acetate). Product: CN(C=1C=C2C=3CC(CCC3N(C2=CC1)CC1=CC(=CC=C1)F)NC(C(C)C)=O)C (N-[6-Dimethylamino-9-(3-fluoro-benzyl)-2,3,4,9-tetrahydro-1H-carbazol-3-yl]-isobutyramide). The yield is 73.6%. RXN SMILES: Br[C:2]1[CH:3]=[C:4]2[C:12](=[CH:13][CH:14]=1)[N:11]([CH2:15][C:16]1[CH:21]=[CH:20][CH:19]=[C:18]([F:22])[CH:17]=1)[C:10]1[CH2:9][CH2:8][CH:7]([NH:23][C:24](=[O:28])[CH:25]([CH3:27])[CH3:26])[CH2:6][C:5]2=1.[CH3:29][NH:30][CH3:31].CC(C)([O-])C.[Na+]>C1(C)C=CC=CC=1.C(OCC)(=O)C.C([O-])(=O)C.[Pd+2].C([O-])(=O)C.C1([C-]2C(C3C=CC=CC=3)=C(C3C=CC=CC=3)C(C3C=CC=CC=3)=C2C2C=CC=CC=2)C=CC=CC=1.C(P(C(C)(C)C)[C-]1C=CC=C1)(C)(C)C.[Fe+2]>[CH3:29][N:30]([CH3:31])[C:2]1[CH:3]=[C:4]2[C:12](=[CH:13][CH:14]=1)[N:11]([CH2:15][C:16]1[CH:21]=[CH:20][CH:19]=[C:18]([F:22])[CH:17]=1)[C:10]1[CH2:9][CH2:8][CH:7]([NH:23][C:24](=[O:28])[CH:25]([CH3:27])[CH3:26])[CH2:6][C:5]2=1 |f:2.3,6.7.8,9.10.11|. Procedure: In a sealed tube, heat N-[6-bromo-9-(3-fluoro-benzyl)-2,3,4,9-tetrahydro-1H-carbazol-3-yl]-isobutyramide (Example 35) (200 mg, 0.45 mmol), dimethyl amine (2.0 M in tetrahydrofuran, 0.45 mL, 0.90 mmol), palladium acetate (5 mg, 0.002 mmol), sodium tert-butoxide (133 mg, 1.38 mmol), and 1,2,3,4,5-pentaphenyl-1′-(di-t-butylphosphino)ferrocene ligand (60 mg, 0.008 mmol) in toluene (5 mL) at 70° C. overnight. Cool to room temperature, dilute with ethyl acetate/10% potassium carbonate, and filter off ... The reactants are [H-].[Na+] (sodium hydride), O1CCC(CC1)O (tetrahydro-2H-pyran-4-ol), O1CCC(CC1)O (tetrahydro-2H-pyran-4-ol), [H-].[Na+] (sodium hydride), FC1=CC=CC(=N1)C(=O)NC1=C2C=NNC2=CC(=C1)C1=C2C=CNC2=CC=C1 (6-Fluoro-N-[6-(1H-indol-4-yl)-1H-indazol-4-yl]-2-pyridinecarboxamide), [H][H] (hydrogen). Solvent: C1CCOC1 (THF), O (water). Yields the product N1C=CC2=C(C=CC=C12)C1=CC(=C2C=NNC2=C1)NC(=O)C1=NC(=CC=C1)OC1CCOCC1 (N-[6-(1H-Indol-4-yl)-1H-indazol-4-yl]-6-(tetrahydro-2H-pyran-4-yloxy)-2-pyridinecarboxamide). Yield: 11.0%. RXN SMILES: [H-].[Na+].[O:3]1[CH2:8][CH2:7][CH:6]([OH:9])[CH2:5][CH2:4]1.[H][H].F[C:13]1[N:18]=[C:17]([C:19]([NH:21][C:22]2[CH:30]=[C:29]([C:31]3[CH:39]=[CH:38][CH:37]=[C:36]4[C:32]=3[CH:33]=[CH:34][NH:35]4)[CH:28]=[C:27]3[C:23]=2[CH:24]=[N:25][NH:26]3)=[O:20])[CH:16]=[CH:15][CH:14]=1>C1COCC1.O>[NH:35]1[C:36]2[C:32](=[C:31]([C:29]3[CH:28]=[C:27]4[C:23]([CH:24]=[N:25][NH:26]4)=[C:22]([NH:21][C:19]([C:17]4[CH:16]=[CH:15][CH:14]=[C:13]([O:9][CH:6]5[CH2:7][CH2:8][O:3][CH2:4][CH2:5]5)[N:18]=4)=[O:20])[CH:30]=3)[CH:39]=[CH:38][CH:37]=2)[CH:33]=[CH:34]1 |f:0.1|. Procedure details: Under an atmosphere of nitrogen, sodium hydride (5 mg, 0.14 mmol, 60% suspension in mineral oil) was added to a solution of tetrahydro-2H-pyran-4-ol (13 mg, 0.14 mmol) in THF (2 ml). After hydrogen evolution was complete, 6-Fluoro-N-[6-(1H-indol-4-yl)-1H-indazol-4-yl]-2-pyridinecarboxamide (50 mg, 0.14 mmol) was added and the mixture was heated to reflux for 1 h. Another portion of tetrahydro-2H-pyran-4-ol (13 mg, 0.14 mmol) and sodium hydride (5 mg, 0.14 mmol) was added and the mixture was heat...